From a dataset of the Open Reaction Database (ORD), a public repository of structured organic reaction records. describe an organic reaction: reactants, conditions, products, and yield The reactants are CC(C)([O-])C.[K+] (potassium t-butoxide), C(#C)C=1C(=NC(=C(N1)C1=CC=NC=C1)C=1OC=CC1)N (3-Ethynyl-6-(2-furyl)-5-pyridin-4-ylpyrazin-2-amine). The solvent is CN1C(CCC1)=O (N-methylpyrrolidone), CN1C(CCC1)=O (N-methylpyrrolidone). Yields the product O1C(=CC=C1)C1=C(N=C2C(=N1)NC=C2)C2=CC=NC=C2 (3-(2-Furyl)-2-pyridin-4-yl-5H-pyrrolo[2,3-b]pyrazine). Isolated yield 40.1%. As a reaction SMILES: CC(C)([O-])C.[K+].[C:7]([C:9]1[C:10]([NH2:26])=[N:11][C:12]([C:21]2[O:22][CH:23]=[CH:24][CH:25]=2)=[C:13]([C:15]2[CH:20]=[CH:19][N:18]=[CH:17][CH:16]=2)[N:14]=1)#[CH:8]>CN1CCCC1=O>[O:22]1[CH:23]=[CH:24][CH:25]=[C:21]1[C:12]1[N:11]=[C:10]2[NH:26][CH:8]=[CH:7][C:9]2=[N:14][C:13]=1[C:15]1[CH:16]=[CH:17][N:18]=[CH:19][CH:20]=1 |f:0.1|. Procedure details: A mixture of potassium t-butoxide (45 mg, 0.40 mmol) in N-methylpyrrolidone (1 mL) was stirred under nitrogen and a solution of 3-ethynyl-6-(2-furyl)-5-pyridin-4-ylpyrazin-2-amine (Example 65, 50 mg, 0.19 mmol) in N-methylpyrrolidone (1 mL) was added. The mixture was stirred at room temperature overnight, partitioned between water and ethyl acetate, the aqueous phase was extracted twice with ethyl acetate, the organic extracts washed with water and brine, dried (MgSO4) and concentrated under vac... Starting materials: C1CCNCC1, CC(=O)O, O=Cc1ccccc1, CC(C)(C)OC(=O)CC(=O)c1ccccc1O, c1ccccc1. The product is CC(C)(C)OC(=O)C(=Cc1ccccc1)C(=O)c1ccccc1O. As a reaction SMILES: [CH2:26]1[CH2:27][CH2:28][NH:29][CH2:30][CH2:31]1.[CH3:32][C:33](=[O:34])[OH:35].[CH:18](=[O:19])[c:20]1[cH:21][cH:22][cH:23][cH:24][cH:25]1.[OH:1][c:2]1[c:3]([C:8]([CH2:9][C:10](=[O:11])[O:12][C:13]([CH3:14])([CH3:15])[CH3:16])=[O:17])[cH:4][cH:5][cH:6][cH:7]1.[cH:36]1[cH:37][cH:38][cH:39][cH:40][cH:41]1>>[OH:1][c:2]1[c:3]([C:8]([C:9]([C:10](=[O:11])[O:12][C:13]([CH3:14])([CH3:15])[CH3:16])=[CH:18][c:20]2[cH:21][cH:22][cH:23][cH:24][cH:25]2)=[O:17])[cH:4][cH:5][cH:6][cH:7]1. Reactants: N#Cc1ccc(-n2oc(=S)n(CO)c2=S)cc1, Cc1ccccc1, ClC(Cl)Cl, O=S(Cl)Cl. Yields the product N#Cc1ccc(-n2oc(=S)n(CCl)c2=S)cc1. RXN SMILES: [C:1](#[N:2])[c:3]1[cH:4][cH:5][c:6](-[n:9]2[o:10][c:11](=[S:17])[n:12]([CH2:15][OH:16])[c:13]2=[S:14])[cH:7][cH:8]1.[CH3:26][c:27]1[cH:28][cH:29][cH:30][cH:31][cH:32]1.[CH:22]([Cl:23])([Cl:24])[Cl:25].[S:18]([Cl:19])([Cl:20])=[O:21]>>[C:1](#[N:2])[c:3]1[cH:4][cH:5][c:6](-[n:9]2[o:10][c:11](=[S:17])[n:12]([CH2:15][Cl:20])[c:13]2=[S:14])[cH:7][cH:8]1. Starting materials: [O-]Cl.[Na+] (NaOCl), SC1=NC(=NS1)C1=CC=C(C=C1)Cl (5-mercapto-3-(4-chlorophenyl)-1,2,4-thiadiazole), [OH-].[NH4+] (ammonium hydroxide). The solvent is O (water), [OH-].[Na+] (sodium hydroxide). Reaction conditions: time 10 minute. Yields the product ClC1=CC=C(C=C1)C1=NSC(=N1)SN (3-(4-Chlorophenyl)-1,2,4-thiadiazole-5-sulfenamide). Reaction SMILES: [SH:1][C:2]1[S:6][N:5]=[C:4]([C:7]2[CH:12]=[CH:11][C:10]([Cl:13])=[CH:9][CH:8]=2)[N:3]=1.[O-]Cl.[Na+].[OH-].[NH4+:18]>[OH-].[Na+].O>[Cl:13][C:10]1[CH:11]=[CH:12][C:7]([C:4]2[N:3]=[C:2]([S:1][NH2:18])[S:6][N:5]=2)=[CH:8][CH:9]=1 |f:1.2,3.4,5.6|. Reported procedure: A solution of 11.5 g of 5-mercapto-3-(4-chlorophenyl)-1,2,4-thiadiazole in 200 ml of 5% sodium hydroxide and a solution prepared by diluting 100 ml of 5.25% NaOCl to 200 ml with water were added dropwise simultaneously to 450 ml of ammonium hydroxide solution while maintaining the mixture at 0° with an ice/methanol bath. The resulting mixture was stirred for 10 minutes and the solids were collected, washed with water and dried under high vacuum (with P2O5) to give 7.0 g of solid. Recrystallizati... The reactants are CNC, CC(=O)O, CCC(=O)O, Cl, O=N[O-], COc1cc(C)nc(NC(=O)NS(=O)(=O)c2ccccc2N)n1, [Na+], O. The product is COc1cc(C)nc(NC(=O)NS(=O)(=O)c2ccccc2N=NN(C)C)n1. Reaction SMILES: [CH3:28][NH:29][CH3:30].[CH3:31][C:32](=[O:33])[OH:34].[CH3:35][CH2:36][C:37](=[O:38])[OH:39].[ClH:41].[N:24]([O-:25])=[O:26].[NH2:1][c:2]1[c:3]([S:8](=[O:9])(=[O:10])[NH:11][C:12](=[O:13])[NH:14][c:15]2[n:16][c:17]([CH3:23])[cH:18][c:19]([O:21][CH3:22])[n:20]2)[cH:4][cH:5][cH:6][cH:7]1.[Na+:27].[OH2:40]>>[N:1]([c:2]1[c:3]([S:8](=[O:9])(=[O:10])[NH:11][C:12](=[O:13])[NH:14][c:15]2[n:16][c:17]([CH3:23])[cH:18][c:19]([O:21][CH3:22])[n:20]2)[cH:4][cH:5][cH:6][cH:7]1)=[N:24][N:29]([CH3:28])[CH3:30].